From a dataset of the Open Reaction Database (ORD), a public repository of structured organic reaction records. describe an organic reaction: reactants, conditions, products, and yield The reactants are FC(C1=NC(=C(C(=C1C(=O)OCC)Cl)C(=O)OC)C(F)(F)F)(F)F (3-Ethyl 5-methyl 2,6-bis(trifluoromethyl)-4-chloro-3,5-pyridinedicarboxylate), C(C)(C)N (isopropylamine). The solvent is CN(C)C=O (DMF). The product is C(C)(C)NC1=C(C(=NC(=C1C(=O)OC)C(F)(F)F)C(F)(F)F)C(=O)OCC (3-Ethyl 5-methyl 4-(isopropylamino)-2, 6-bis(trifluoromethyl)-3,5-pyridinedicarboxylate). The yield is 83.8%. RXN SMILES: [F:1][C:2]([F:24])([F:23])[C:3]1[C:8]([C:9]([O:11][CH2:12][CH3:13])=[O:10])=[C:7](Cl)[C:6]([C:15]([O:17][CH3:18])=[O:16])=[C:5]([C:19]([F:22])([F:21])[F:20])[N:4]=1.[CH:25]([NH2:28])([CH3:27])[CH3:26]>CN(C=O)C>[CH:25]([NH:28][C:7]1[C:6]([C:15]([O:17][CH3:18])=[O:16])=[C:5]([C:19]([F:20])([F:21])[F:22])[N:4]=[C:3]([C:2]([F:24])([F:23])[F:1])[C:8]=1[C:9]([O:11][CH2:12][CH3:13])=[O:10])([CH3:27])[CH3:26]. Reported procedure: This compound was prepared as described in Example 37: 7.0 g (0.018 mol) of product of Example 27, 3.2 ml (0.037 mol) of isopropylamine in 30 ml of DMF were reacted at room temperature for 1/2 hour affording a brown oil which was kugelrohr distilled at 78 Pa, pot temperature 95° C., to give 6.07 g (83.8%) of product as a yellow oil, nD25 1.4560. The reactants are BrCc1csc(Br)n1, O=C([O-])[O-], CC#N, [Cs+], [Cs+], [I-], [K+], CN(C)c1cccc(C(=NO)c2nnnn2C)c1. Product: CN(C)c1cccc(C(=NOCc2csc(Br)n2)c2nnnn2C)c1. As a reaction SMILES: [Br:27][c:28]1[s:29][cH:30][c:31]([CH2:33][Br:34])[n:32]1.[C:19](=[O:20])([O-:21])[O-:22].[CH3:35][C:36]#[N:37].[Cs+:23].[Cs+:24].[I-:26].[K+:25].[OH:1][N:2]=[C:3]([c:4]1[cH:5][c:6]([N:7]([CH3:8])[CH3:9])[cH:10][cH:11][cH:12]1)[c:13]1[n:14][n:15][n:16][n:17]1[CH3:18]>>[O:1]([N:2]=[C:3]([c:4]1[cH:5][c:6]([N:7]([CH3:8])[CH3:9])[cH:10][cH:11][cH:12]1)[c:13]1[n:14][n:15][n:16][n:17]1[CH3:18])[CH2:33][c:31]1[cH:30][s:29][c:28]([Br:27])[n:32]1. Starting materials: CC=1N(C=CN1)CCC1=CC=NC=C1 (4-[2-(2-methyl-1H-imidazol-1-yl)ethyl]pyridine), compound, [H][H] (hydrogen), [H][H] (hydrogen). The reagents and catalysts are [Pt]=O (platinum oxide). Run in C(C)(=O)O (acetic acid). Product: CC=1N(C=CN1)CCC1CCNCC1 (4-[2-(2-methyl-1H-imidazol-1-yl)ethyl]piperidine). Reaction SMILES: [CH3:1][C:2]1[N:3]([CH2:7][CH2:8][C:9]2[CH:14]=[CH:13][N:12]=[CH:11][CH:10]=2)[CH:4]=[CH:5][N:6]=1.[H][H]>[Pt]=O.C(O)(=O)C>[CH3:1][C:2]1[N:3]([CH2:7][CH2:8][CH:9]2[CH2:14][CH2:13][NH:12][CH2:11][CH2:10]2)[CH:4]=[CH:5][N:6]=1. Reported procedure: A suspension containing 41.8 g (0.22 mol) of the compound prepared in (a) above, 450 ml of glacial acetic acid and 5.4 g of platinum oxide in a pressure bottle was affixed to a Parr Hydrogenation apparatus under 50 psi. of hydrogen and maintained at room temperature until the hydrogen uptake was completed. The reaction mixture was filtered through Celite, and the filter bed was then washed with approximately 100 ml of acetic acid. The combined filtrates were then concentrated in vacuo and the re... The reactants are C(C)OC(CC1CN=C(S1)C=1NC2=C(C=C(C=C2C1)OC=1C=NC(=CC1)S(=O)(=O)C)CC)=O (ethyl[2-(7-ethyl-5-{[6-(methylsulfonyl)pyridin-3-yl]oxy}-1H-indol-2-yl)-4,5-dihydro-1,3-thiazol-5-yl]acetate), CO (methanol), [OH-].[K+] (potassium hydroxide). The solvent is O1CCCC1 (tetrahydrofuran). Conditions: time 15 hour. The product is C(C)C=1C=C(C=C2C=C(NC12)C=1SC(CN1)CC(=O)O)OC=1C=NC(=CC1)S(=O)(=O)C ([2-(7-Ethyl-5-{[6-(methylsulfonyl)pyridin-3-yl]oxy}-1H-indol-2-yl)-4,5-dihydro-1,3-thiazol-5-yl]acetic acid). The yield is 88.4%. RXN SMILES: C([O:3][C:4](=[O:33])[CH2:5][CH:6]1[S:10][C:9]([C:11]2[NH:12][C:13]3[C:18]([CH:19]=2)=[CH:17][C:16]([O:20][C:21]2[CH:22]=[N:23][C:24]([S:27]([CH3:30])(=[O:29])=[O:28])=[CH:25][CH:26]=2)=[CH:15][C:14]=3[CH2:31][CH3:32])=[N:8][CH2:7]1)C.CO.[OH-].[K+]>O1CCCC1>[CH2:31]([C:14]1[CH:15]=[C:16]([O:20][C:21]2[CH:22]=[N:23][C:24]([S:27]([CH3:30])(=[O:28])=[O:29])=[CH:25][CH:26]=2)[CH:17]=[C:18]2[C:13]=1[NH:12][C:11]([C:9]1[S:10][CH:6]([CH2:5][C:4]([OH:33])=[O:3])[CH2:7][N:8]=1)=[CH:19]2)[CH3:32] |f:2.3|. Procedure details: To a solution of ethyl[2-(7-ethyl-5-{[6-(methylsulfonyl)pyridin-3-yl]oxy}-1H-indol-2-yl)-4,5-dihydro-1,3-thiazol-5-yl]acetate (3.0 g), methanol (15 mL), and tetrahydrofuran (30 mL) was added an aqueous solution (10 mL) of potassium hydroxide (1.1 g), and the mixture was stirred at room temperature for 15 hr. The reaction solution was concentrated, acidified with aqueous citric acid solution, and the mixture was extracted with ethyl acetate. The organic layer was washed with saturated brine, drie... Reactants: ClC1=CC=C(C=C1)N1C(O[C@H]([C@@H]1C1=CC(=CC=C1)OC)CN1N=C(N=N1)CC(=O)OCC)=O (ethyl 2-(2-(((4S,5S)-3-(4-chlorophenyl)-4-(3-methoxyphenyl)-2-oxooxazolidin-5-yl)methyl)-2H-tetrazol-5-yl)acetate), [BH4-].[Na+] (sodium borohydride). The solvent is CO (MeOH). Yields the product ClC1=CC=C(C=C1)N1C(O[C@H]([C@@H]1C1=CC(=CC=C1)OC)CN1N=C(N=N1)CCO)=O ((4S,5S)-3-(4-chlorophenyl)-5-((5-(2-hydroxyethyl)-2H-tetrazol-2-yl)methyl)-4-(3-methoxyphenyl)oxazolidin-2-one). RXN SMILES: [Cl:1][C:2]1[CH:7]=[CH:6][C:5]([N:8]2[C@@H:12]([C:13]3[CH:18]=[CH:17][CH:16]=[C:15]([O:19][CH3:20])[CH:14]=3)[C@H:11]([CH2:21][N:22]3[N:26]=[N:25][C:24]([CH2:27][C:28](OCC)=[O:29])=[N:23]3)[O:10][C:9]2=[O:33])=[CH:4][CH:3]=1.[BH4-].[Na+]>CO>[Cl:1][C:2]1[CH:3]=[CH:4][C:5]([N:8]2[C@@H:12]([C:13]3[CH:18]=[CH:17][CH:16]=[C:15]([O:19][CH3:20])[CH:14]=3)[C@H:11]([CH2:21][N:22]3[N:26]=[N:25][C:24]([CH2:27][CH2:28][OH:29])=[N:23]3)[O:10][C:9]2=[O:33])=[CH:6][CH:7]=1 |f:1.2|. Reported procedure: A solution of ethyl 2-(2-(((4S,5S)-3-(4-chlorophenyl)-4-(3-methoxyphenyl)-2-oxooxazolidin-5-yl)methyl)-2H-tetrazol-5-yl)acetate (50 mg, 0.11 mmol) [Example 379] in MeOH (1 mL) is treated with excess sodium borohydride at room temperature for 30 min. The reaction is quenched with 1 mL 0.1 M HCl and extracted with EtOAc (3×5 mL). The combined organics are dried over MgSO4, filtered and concentrated to give the title compound. 1H NMR (acetone-d6, 400 MHz) δ 7.47-7.43 (m, 2H), 7.33-7.29 (m, 3H), 7.0...